Dataset: the Open Reaction Database (ORD), a public repository of structured organic reaction records. Task: describe an organic reaction: reactants, conditions, products, and yield The reactants are FC1=CC=C(C=C1)C(=O)C1=NC2=CC=CC=C2C(=N1)NC1=NNC(=C1)C ((4-fluorophenyl)(4-(5-methyl-1H-pyrazol-3-ylamino)quinazolin-2-yl)methanone), C1(CC1)N (cyclopropylamine), CO (MeOH), [BH4-].[Na+] (sodium borohydride), CO (MeOH), C1(CC1)N (cyclopropylamine), [BH4-].[Na+] (sodium borohydride). The solvent is CC(C)O (2-propanol), CC(C)O (2-propanol). Run at temperature 140 celsius, time 1 hour. Yields the product C1(CC1)NC(C1=NC2=CC=CC=C2C(=N1)NC1=NNC(=C1)C)C1=CC=C(C=C1)F (2-((cyclopropylamino)(4-fluorophenyl)methyl)-N-(5-methyl-1H-pyrazol-3-yl)quinazolin-4-amine). Yield: 9.0%. RXN SMILES: [F:1][C:2]1[CH:7]=[CH:6][C:5]([C:8]([C:10]2[N:19]=[C:18]([NH:20][C:21]3[CH:25]=[C:24]([CH3:26])[NH:23][N:22]=3)[C:17]3[C:12](=[CH:13][CH:14]=[CH:15][CH:16]=3)[N:11]=2)=O)=[CH:4][CH:3]=1.[CH:27]1([NH2:30])[CH2:29][CH2:28]1.[BH4-].[Na+].CO>CC(O)C>[CH:27]1([NH:30][CH:8]([C:5]2[CH:6]=[CH:7][C:2]([F:1])=[CH:3][CH:4]=2)[C:10]2[N:19]=[C:18]([NH:20][C:21]3[CH:25]=[C:24]([CH3:26])[NH:23][N:22]=3)[C:17]3[C:12](=[CH:13][CH:14]=[CH:15][CH:16]=3)[N:11]=2)[CH2:29][CH2:28]1 |f:2.3|. Procedure details: To (4-fluorophenyl)(4-(5-methyl-1H-pyrazol-3-ylamino)quinazolin-2-yl)methanone from Example 3 (100 mg, 0.28 mmol) in 2-propanol (3 mL) were added cyclopropylamine (0.1 mL) and 3 Å (8-12 mesh) molecular sieves, and the mixture was heated at 140° C. in a Biotage microwave reactor. Additional cyclopropylamine (0.15 mL) was added and the mixture in a sealed vial was heated conventionally at 90° C. for 4 d. Then a suspension of sodium borohydride (140 mg) in 2-propanol was added dropwise and the mixt... Starting materials: CCOC(C)=O, CC(C1CCCCN1)N(C)C, CO, CC(C)=O, ClC(Cl)Cl, Cl, O=C(Cl)Cc1cccc(C(F)(F)F)c1. The product is CC(C1CCCCN1C(=O)Cc1cccc(C(F)(F)F)c1)N(C)C, Cl. Reaction SMILES: [C:27]([O:28][CH2:29][CH3:30])(=[O:31])[CH3:32].[CH3:1][N:2]([CH:3]([CH3:4])[CH:5]1[NH:6][CH2:7][CH2:8][CH2:9][CH2:10]1)[CH3:11].[CH3:33][OH:34].[CH3:39][C:40](=[O:41])[CH3:42].[Cl:35][CH:36]([Cl:37])[Cl:38].[ClH:26].[F:12][C:13]([c:14]1[cH:15][c:16]([CH2:20][C:21](=[O:22])[Cl:23])[cH:17][cH:18][cH:19]1)([F:24])[F:25]>>[CH3:1][N:2]([CH:3]([CH3:4])[CH:5]1[N:6]([C:21]([CH2:20][c:16]2[cH:15][c:14]([C:13]([F:12])([F:24])[F:25])[cH:19][cH:18][cH:17]2)=[O:22])[CH2:7][CH2:8][CH2:9][CH2:10]1)[CH3:11].[ClH:23]. Starting materials: C1(=CC=C(C=C1)N=[N+]=[N-])C (4-Tolyl azide), C1(=CC=CC=C1)C#C (phenylacetylene), C1CCOC1 (THF). The reagents and catalysts are C[C-]1C(=C(C(=C1C)C)C)C.C1=CC=C(C=C1)P(C2=CC=CC=C2)C3=CC=CC=C3.C1=CC=C(C=C1)P(C2=CC=CC=C2)C3=CC=CC=C3.Cl[Ru+] (Cp*RuCl(PPh3)2). The product is C1(=C(C=CC=C1)N1N=NC=C1C1=CC=CC=C1)C (1-tolyl-5-phenyl-1H-1,2,3-triazole). Yield: 51.0%. Reaction SMILES: [C:1]1(C)[CH:6]=[CH:5][C:4]([N:7]=[N+:8]=[N-:9])=[CH:3][CH:2]=1.[C:11]1([C:17]#[CH:18])[CH:16]=[CH:15][CH:14]=[CH:13][CH:12]=1.[CH2:19]1COCC1>C[C-]1C(C)=C(C)C(C)=C1C.C1C=CC(P(C2C=CC=CC=2)C2C=CC=CC=2)=CC=1.C1C=CC(P(C2C=CC=CC=2)C2C=CC=CC=2)=CC=1.Cl[Ru+]>[C:3]1([CH3:19])[CH:2]=[CH:1][CH:6]=[CH:5][C:4]=1[N:7]1[C:17]([C:11]2[CH:16]=[CH:15][CH:14]=[CH:13][CH:12]=2)=[CH:18][N:9]=[N:8]1 |f:3.4.5.6|. Reported procedure: 4-Tolyl azide (133 mg, 1 mmol), phenylacetylene (113 mg, 1.1 mmol), Cp*RuCl(PPh3)2 (16 mg, 0.02 mmol, 2 mol %). Solvent: THF, 10 mL, 60° C., 6 hours. Slightly yellow product obtained in 51% yield (120 mg). ESI-MS: m/z 236, [M+H]. Starting materials: O[C@H]1C=C(C(C1)=O)CCCCCCC(=O)OC (methyl 7-(3(R)-hydroxy-5-oxocyclopent-1-en-1-yl)heptanoate), O[C@@H]1C=C(C(C1)=O)CCCCCCC(=O)OC (methyl 7-(3(S)-hydroxy-5-oxocyclopent-1-en-1-yl)heptanoate). The product is O1C(CCCC1)O[C@H]1C=C(C(C1)=O)CCCCCCC(=O)OC (methyl 7-(3(R)-tetrahydropyran-2-yloxy-5-oxocyclopent-1-en-1-yl)heptanoate). Reaction SMILES: [OH:1][C@@H:2]1[CH2:6][C:5](=[O:7])[C:4]([CH2:8][CH2:9][CH2:10][CH2:11][CH2:12][CH2:13][C:14]([O:16][CH3:17])=[O:15])=[CH:3]1.O[C@H]1CC(=O)C(CCC[CH2:28][CH2:29][CH2:30][C:31]([O:33][CH3:34])=O)=C1>>[O:33]1[CH2:34][CH2:28][CH2:29][CH2:30][CH:31]1[O:1][C@@H:2]1[CH2:6][C:5](=[O:7])[C:4]([CH2:8][CH2:9][CH2:10][CH2:11][CH2:12][CH2:13][C:14]([O:16][CH3:17])=[O:15])=[CH:3]1. Procedure: Substitution of an equivalent quantity of methyl 7-(3(R)-hydroxy-5-oxocyclopent-1-en-1-yl)heptanoate for the methyl 7-(3(S)-hydroxy-5-oxocyclopent-1-en-1-yl)heptanoate and substantial repetition of the procedure detailed above affords methyl 7-(3(R)-tetrahydropyran-2-yloxy-5-oxocyclopent-1-en-1-yl)heptanoate.